This data is from the Open Reaction Database (ORD), a public repository of structured organic reaction records. The task is: describe an organic reaction: reactants, conditions, products, and yield Reactants: CO, C=Cc1ccc(OC)c2nc(NC(=O)c3ccc(F)cc3)sc12. The product is CCc1ccc(OC)c2nc(NC(=O)c3ccc(F)cc3)sc12. As a reaction SMILES: [CH3:24][OH:25].[F:1][c:2]1[cH:3][cH:4][c:5]([C:6](=[O:7])[NH:8][c:9]2[s:10][c:11]3[c:12]([n:13]2)[c:14]([O:20][CH3:21])[cH:15][cH:16][c:17]3[CH:18]=[CH2:19])[cH:22][cH:23]1>>[F:1][c:2]1[cH:3][cH:4][c:5]([C:6](=[O:7])[NH:8][c:9]2[s:10][c:11]3[c:12]([n:13]2)[c:14]([O:20][CH3:21])[cH:15][cH:16][c:17]3[CH2:18][CH3:19])[cH:22][cH:23]1.